This data is from the Open Reaction Database (ORD), a public repository of structured organic reaction records. The task is: describe an organic reaction: reactants, conditions, products, and yield Reactants: ClC1=CC=C(C=C1)C1=CC=C(C=C1)C1OC(C(O1)=O)(C)C (2-[4-(4-chlorophenyl)-phenyl]-5,5-dimethyl-1,3-dioxolan-4-one), [H][H] (hydrogen). Reagents/catalysts: [Pd] (Palladium on carbon). Run in C(C)O (ethanol). Conditions: time 1.5 hour. Product: ClC1=CC=C(C=C1)C1=CC=C(COC(C(=O)O)(C)C)C=C1 (2-[4-(4-chlorophenyl)benzyloxy]-2-methylpropionic acid). Reaction SMILES: [Cl:1][C:2]1[CH:7]=[CH:6][C:5]([C:8]2[CH:13]=[CH:12][C:11]([CH:14]3[O:18][C:17](=[O:19])[C:16]([CH3:21])([CH3:20])[O:15]3)=[CH:10][CH:9]=2)=[CH:4][CH:3]=1.[H][H]>[Pd].C(O)C>[Cl:1][C:2]1[CH:3]=[CH:4][C:5]([C:8]2[CH:13]=[CH:12][C:11]([CH2:14][O:15][C:16]([CH3:21])([CH3:20])[C:17]([OH:19])=[O:18])=[CH:10][CH:9]=2)=[CH:6][CH:7]=1. Procedure: Palladium on carbon (5% w/w, 0.1 g.) was added to a solution of 2-[4-(4-chlorophenyl)-phenyl]-5,5-dimethyl-1,3-dioxolan-4-one (0.3 g.) in ethanol (50 ml.). The suspension was treated with hydrogen gas at 25° C. and atmospheric pressure for 1.5 hours. The catalyst was removed by filtration and the filtrate evaporated. The residue was dissolved in toluene (10 ml.) and the solution obtained was extracted with 1 M sodium hydroxide solution (10 ml.). The aqueous extracts were acidified with 2 M hydro... The reactants are C(C)N1C(CC2=CC(=C(C=C12)CC=C)O)=O (1-ethyl-5-hydroxy-6-allyloxindole), [BH4-].[Na+] (sodium borohydride), [OH-].[Na+] (sodium hydroxide), C(C)(=O)[O-] (acetate), [OH-].[Na+] (sodium hydroxide). Solvent: O1CCCC1 (tetrahydrofuran), C(C)OCC (diethyl ether), O (water). Run at time 1 hour. Yields the product CC1CC=2C(=CC=3CC(N(C3C2)CC)=O)O1 (2-methyl-5-ethyl-6-oxo-2,3,6,7-tetrahydrofuro[2,3-f]indole). The yield is 28.0%. Reaction SMILES: [CH2:1]([N:3]1[C:11]2[C:6](=[CH:7][C:8]([OH:15])=[C:9]([CH2:12][CH:13]=[CH2:14])[CH:10]=2)[CH2:5][C:4]1=[O:16])[CH3:2].C([O-])(=O)C.[OH-].[Na+].[BH4-].[Na+]>C(OCC)C.O.O1CCCC1>[CH3:14][CH:13]1[O:15][C:8]2=[CH:7][C:6]3[CH2:5][C:4](=[O:16])[N:3]([CH2:1][CH3:2])[C:11]=3[CH:10]=[C:9]2[CH2:12]1 |f:2.3,4.5|. Procedure details: To a solution of 6.0 g. (27.6 mmoles) of 1-ethyl-5-hydroxy-6-allyloxindole in 105 ml. of tetrahydrofuran was added 8.79 g. (27.6 mmoles) of mecuric acetate, and the reaction stirred for 1.5 hours. The mixture was diluted with 29 ml. of 3N sodium hydroxide solution followed by the addition of 522 mg. (13.7 mmoles) of sodium borohydride in 29 ml. of 3N sodium hydroxide solution. The mixture was stirred for 1 hour and was then diluted with diethyl ether and water. The organic phase was washed with ... Reactants: BrC=1C=C(C=CC1)C1=NC=2C(=NC=CC2)N1CC(=O)O (2-(3-bromophenyl)-3H-imidazo[4,5-b]pyridine-3-acetic acid), C(=O)(N1C=NC=C1)N1C=NC=C1 (1,1'-carbonyldiimidazole), N1CCCCC1 (piperidine). The solvent is O1CCCC1 (tetrahydrofuran). Reaction conditions: time 4 hour. The product is BrC=1C=C(C=CC1)C1=NC=2C(=NC=CC2)N1CC(N1CCCCC1)=O (2-(3-Bromophenyl)-3-[2-oxo-2-(1-piperidinyl)ethyl]-3H-imidazo[4,5-b]pyridine). The yield is 65.6%. Reaction SMILES: [Br:1][C:2]1[CH:3]=[C:4]([C:8]2[N:16]([CH2:17][C:18]([OH:20])=O)[C:11]3=[N:12][CH:13]=[CH:14][CH:15]=[C:10]3[N:9]=2)[CH:5]=[CH:6][CH:7]=1.C(N1C=CN=C1)(N1C=CN=C1)=O.[NH:33]1[CH2:38][CH2:37][CH2:36][CH2:35][CH2:34]1>O1CCCC1>[Br:1][C:2]1[CH:3]=[C:4]([C:8]2[N:16]([CH2:17][C:18](=[O:20])[N:33]3[CH2:38][CH2:37][CH2:36][CH2:35][CH2:34]3)[C:11]3=[N:12][CH:13]=[CH:14][CH:15]=[C:10]3[N:9]=2)[CH:5]=[CH:6][CH:7]=1. Procedure details: Under nitrogen bubbling, a mixture of 2-(3-bromophenyl)-3H-imidazo[4,5-b]pyridine-3-acetic acid (4.98 g, 0.015 mole) and 1,1'-carbonyldiimidazole (2.59 g, 0.016 mole) in 120 ml of tetrahydrofuran was stirred at room temperature for 4 hrs. The piperidine (2.55 g, 0.03 mole) was added and the reaction mixture was allowed to stir at room temperature overnight. The reaction mixture was filtered and the filtrate was evaporated to dryness, then placed under high vacuum for 3 hrs. The solid was treated... Starting materials: C(=O)(O)[O-].[Na+] (NaHCO3), C1=CC=CC=2C3=CC=CC=C3C(C12)OC(=O)Cl (9-fluorenyloxycarbonylchloride), crude solution, N[C@H](C(=O)O)CCCCN=[N+]=[N-] ((S)-2-amino-6-azidohexanoic acid), O1CCOCC1 (dioxane), OS(=O)(=O)[O-].[K+] (KHSO4). Conditions: time 8 hour. Yields the product C1=CC=CC=2C3=CC=CC=C3C(C12)COC(=O)N[C@H](C(=O)O)CCCCN=[N+]=[N-] ((S)-2-(9-Fluorenylmethyloxycarbonylamino)-6-azidohexanoic acid). Reaction SMILES: [C:1]([O-:4])([OH:3])=O.[Na+].[CH:6]1[C:18]2[CH:17](OC(Cl)=O)[C:16]3[C:11](=[CH:12][CH:13]=[CH:14][CH:15]=3)[C:10]=2[CH:9]=[CH:8][CH:7]=1.[NH2:23][C@@H:24]([CH2:28][CH2:29][CH2:30][CH2:31][N:32]=[N+:33]=[N-:34])[C:25]([OH:27])=[O:26].OS([O-])(=O)=O.[K+].O1CCOC[CH2:42]1>>[CH:8]1[C:9]2[CH:17]([CH2:42][O:3][C:1]([NH:23][C@@H:24]([CH2:28][CH2:29][CH2:30][CH2:31][N:32]=[N+:33]=[N-:34])[C:25]([OH:27])=[O:26])=[O:4])[C:16]3[C:11](=[CH:12][CH:13]=[CH:14][CH:15]=3)[C:10]=2[CH:18]=[CH:6][CH:7]=1 |f:0.1,4.5|. Procedure: 11.6 ml 1N NaHCO3 solution (11.6 mmol) and a solution of 3.00 g 9-fluorenyloxycarbonylchloride (11.6 mmol) in 12 ml dioxane were added to the crude solution of (S)-2-amino-6-azidohexanoic acid (7.73 mmol) and stirring under argon was continued overnight. The solution was acidified to pH 2 by addition of a KHSO4 -solution, extracted with ethyl acetate, dried (MgSO4), and the residue was purified by flash chromatography (hexane/ethyl acetate/acetic acid 7/3/0.5).